This data is from the Open Reaction Database (ORD), a public repository of structured organic reaction records. The task is: describe an organic reaction: reactants, conditions, products, and yield Reactants: FC(C(=O)O)(F)F (Trifluoroacetic acid), COC1=C(CN(S(=O)(=O)C=2C=C3CN(CC3=CC2)C2=CC=CC=C2)C2=CC=C(C=C2)F)C=CC(=C1)OC (N-(2,4-dimethoxybenzyl)-N-(4-fluorophenyl)-2-phenyl-2,3-dihydro-1H-isoindole-5-sulfonamide), C(O)([O-])=O.[Na+] (sodium hydrogen carbonate). Run in C(Cl)(Cl)Cl (chloroform). Conditions: time 2 hour. Yields the product FC1=CC=C(C=C1)NS(=O)(=O)C=1C=C2CN(CC2=CC1)C1=CC=CC=C1 (N-(4-Fluorophenyl)-2-phenyl-2,3-dihydro-1H-isoindole-5-sulfonamide). RXN SMILES: FC(F)(F)C(O)=O.COC1C=C(OC)C=CC=1C[N:13]([C:32]1[CH:37]=[CH:36][C:35]([F:38])=[CH:34][CH:33]=1)[S:14]([C:17]1[CH:18]=[C:19]2[C:23](=[CH:24][CH:25]=1)[CH2:22][N:21]([C:26]1[CH:31]=[CH:30][CH:29]=[CH:28][CH:27]=1)[CH2:20]2)(=[O:16])=[O:15].C(=O)([O-])O.[Na+]>C(Cl)(Cl)Cl>[F:38][C:35]1[CH:34]=[CH:33][C:32]([NH:13][S:14]([C:17]2[CH:18]=[C:19]3[C:23](=[CH:24][CH:25]=2)[CH2:22][N:21]([C:26]2[CH:31]=[CH:30][CH:29]=[CH:28][CH:27]=2)[CH2:20]3)(=[O:16])=[O:15])=[CH:37][CH:36]=1 |f:2.3|. Reported procedure: Trifluoroacetic acid (0.5 mL) was added to a solution of N-(2,4-dimethoxybenzyl)-N-(4-fluorophenyl)-2-phenyl-2,3-dihydro-1H-isoindole-5-sulfonamide obtained (135 mg) in chloroform (4.5 mL) while cooling in ice, and the mixture was stirred at the same temperature for 2 hr. Saturated aqueous sodium hydrogen carbonate solution was added thereto and the mixture was extracted with ethyl acetate. The organic layer was washed with brine and dried over anhydrous magnesium sulfate and then the desiccant ... Starting materials: [Br-], CC[Mg+], COC(C)(C)C, [Cu]I, Cc1cc(C)c(S(=O)(=O)N2CC2C(F)(F)F)c(C)c1, c1ccc(-c2cccc3[nH]ccc23)cc1. The product is Cc1cc(C)c(S(=O)(=O)NC(Cc2c[nH]c3cccc(-c4ccccc4)c23)C(F)(F)F)c(C)c1. RXN SMILES: [Br-:16].[CH2:17]([Mg+:18])[CH3:19].[CH3:39][O:40][C:41]([CH3:42])([CH3:43])[CH3:44].[Cu:45][I:46].[F:20][C:21]([CH:22]1[N:23]([S:25](=[O:26])(=[O:27])[c:28]2[c:29]([CH3:36])[cH:30][c:31]([CH3:35])[cH:32][c:33]2[CH3:34])[CH2:24]1)([F:37])[F:38].[c:1]1(-[c:7]2[c:8]3[cH:9][cH:10][nH:11][c:12]3[cH:13][cH:14][cH:15]2)[cH:2][cH:3][cH:4][cH:5][cH:6]1>>[c:1]1(-[c:7]2[c:8]3[c:9]([CH2:24][CH:22]([C:21]([F:20])([F:37])[F:38])[NH:23][S:25](=[O:26])(=[O:27])[c:28]4[c:29]([CH3:36])[cH:30][c:31]([CH3:35])[cH:32][c:33]4[CH3:34])[cH:10][nH:11][c:12]3[cH:13][cH:14][cH:15]2)[cH:2][cH:3][cH:4][cH:5][cH:6]1. Starting materials: Fc1cccc(C(F)(F)F)c1CBr, C1CCOC1, C[Si](C)(C)[N-][Si](C)(C)C, O=C(Nc1cc[nH]n1)c1c(F)cccc1F, [Li+]. Yields the product O=C(Nc1ccn(Cc2c(F)cccc2C(F)(F)F)n1)c1c(F)cccc1F. As a reaction SMILES: [Br:27][CH2:28][c:29]1[c:30]([F:39])[cH:31][cH:32][cH:33][c:34]1[C:35]([F:36])([F:37])[F:38].[CH2:40]1[O:41][CH2:42][CH2:43][CH2:44]1.[CH3:17][Si:18]([N-:19][Si:20]([CH3:21])([CH3:22])[CH3:23])([CH3:24])[CH3:25].[F:1][c:2]1[c:3]([C:4](=[O:5])[NH:6][c:7]2[n:8][nH:9][cH:10][cH:11]2)[c:12]([F:16])[cH:13][cH:14][cH:15]1.[Li+:26]>>[F:1][c:2]1[c:3]([C:4](=[O:5])[NH:6][c:7]2[n:8][n:9]([CH2:28][c:29]3[c:30]([F:39])[cH:31][cH:32][cH:33][c:34]3[C:35]([F:36])([F:37])[F:38])[cH:10][cH:11]2)[c:12]([F:16])[cH:13][cH:14][cH:15]1.